This data is from the Open Reaction Database (ORD), a public repository of structured organic reaction records. The task is: describe an organic reaction: reactants, conditions, products, and yield The reactants are COC(=O)C(Cc1ccc(-c2ccc(C#N)cc2)cc1)NC(=O)C1Cc2cc3c(cc2CN1S(=O)(=O)c1sc(NC(C)=O)nc1C)OC(c1ccc(OCc2ccc(Cl)c(Cl)c2)cc1)CO3, OC1CCC1. Product: COC(=O)C(Cc1ccc(-c2ccc(C#N)cc2)cc1)NC(=O)C1Cc2cc3c(cc2CN1S(=O)(=O)c1sc(N(C(C)=O)C2CCC2)nc1C)OC(c1ccc(OCc2ccc(Cl)c(Cl)c2)cc1)CO3. As a reaction SMILES: [CH3:1][O:2][C:3]([CH:4]([CH2:5][c:6]1[cH:7][cH:8][c:9](-[c:12]2[cH:13][cH:14][c:15]([C:18]#[N:19])[cH:16][cH:17]2)[cH:10][cH:11]1)[NH:20][C:21](=[O:22])[CH:23]1[N:24]([S:53](=[O:54])(=[O:55])[c:56]2[c:57]([CH3:65])[n:58][c:59]([NH:61][C:62]([CH3:63])=[O:64])[s:60]2)[CH2:25][c:26]2[cH:27][c:28]3[c:29]([cH:30][c:31]2[CH2:32]1)[O:33][CH2:34][CH:35]([c:37]1[cH:38][cH:39][c:40]([O:43][CH2:44][c:45]2[cH:46][c:47]([Cl:52])[c:48]([Cl:51])[cH:49][cH:50]2)[cH:41][cH:42]1)[O:36]3)=[O:66].[CH:67]1([OH:71])[CH2:68][CH2:69][CH2:70]1>>[CH3:1][O:2][C:3]([CH:4]([CH2:5][c:6]1[cH:7][cH:8][c:9](-[c:12]2[cH:13][cH:14][c:15]([C:18]#[N:19])[cH:16][cH:17]2)[cH:10][cH:11]1)[NH:20][C:21](=[O:22])[CH:23]1[N:24]([S:53](=[O:54])(=[O:55])[c:56]2[c:57]([CH3:65])[n:58][c:59]([N:61]([C:62]([CH3:63])=[O:64])[CH:67]3[CH2:68][CH2:69][CH2:70]3)[s:60]2)[CH2:25][c:26]2[cH:27][c:28]3[c:29]([cH:30][c:31]2[CH2:32]1)[O:33][CH2:34][CH:35]([c:37]1[cH:38][cH:39][c:40]([O:43][CH2:44][c:45]2[cH:46][c:47]([Cl:52])[c:48]([Cl:51])[cH:49][cH:50]2)[cH:41][cH:42]1)[O:36]3)=[O:66]. The reactants are C[Sn](C)(C)Cl (trimethyltin chloride), S1C=CC2=C1SC=C2 (thieno[2,3-b]thiophene), C(CCC)[Li] (n-butyllithium), solution. Solvent: C1CCOC1 (THF), hexanes. Conditions: temperature -78 celsius, time 16 hour. The product is C[Sn](C1=CC2=C(SC(=C2)[Sn](C)(C)C)S1)(C)C (2,5-Bis-trimethylstannyl-thieno[2,3-b]thiophene). Reaction SMILES: [S:1]1[C:5]2[S:6][CH:7]=[CH:8][C:4]=2[CH:3]=[CH:2]1.C([Li])CCC.[CH3:14][Sn:15](Cl)([CH3:17])[CH3:16]>C1COCC1>[CH3:14][Sn:15]([CH3:17])([CH3:16])[C:7]1[S:6][C:5]2[S:1][C:2]([Sn:15]([CH3:17])([CH3:16])[CH3:14])=[CH:3][C:4]=2[CH:8]=1. Reported procedure: A solution of thieno[2,3-b]thiophene (2.81 g, 20 mmol) was dissolved in anhydrous THF (100 ml) and cooled to −78° C. under nitrogen. A solution of n-butyllithium (17.6 ml of a 2.5M solution in hexanes, 44 mmol) was added dropwise over 15 min, and the resulting solution was allowed to warm to RT and stirred at that temperature for 16 h. The resulting suspension was cooled to −78° C. and trimethyltin chloride (10.0 g, 50 mmol) was added at once as a solid. The reaction was allowed to warm to RT ov... The reactants are BrC1=C(C=C(C=C1OC)C1=NNC=C1)OC (3-(4-bromo-3,5-dimethoxyphenyl)-1H-pyrazole), COC(C(=O)O)C1=CC=C(C=C1)N1CCOCC1 (2-methoxy-2-(4-morpholinophenyl)acetic acid). Product: BrC1=C(C=C(C=C1OC)C1=NN(C=C1)C(C(C1=CC=C(C=C1)N1CCOCC1)OC)=O)OC (1-(3-(4-bromo-3,5-dimethoxyphenyl)-1H-pyrazol-1-yl)-2-methoxy-2-(4-morpholinophenyl) ethanone). Isolated yield 22.0%. RXN SMILES: [Br:1][C:2]1[C:7]([O:8][CH3:9])=[CH:6][C:5]([C:10]2[CH:14]=[CH:13][NH:12][N:11]=2)=[CH:4][C:3]=1[O:15][CH3:16].[CH3:17][O:18][CH:19]([C:23]1[CH:28]=[CH:27][C:26]([N:29]2[CH2:34][CH2:33][O:32][CH2:31][CH2:30]2)=[CH:25][CH:24]=1)[C:20](O)=[O:21]>>[Br:1][C:2]1[C:7]([O:8][CH3:9])=[CH:6][C:5]([C:10]2[CH:14]=[CH:13][N:12]([C:20](=[O:21])[CH:19]([O:18][CH3:17])[C:23]3[CH:24]=[CH:25][C:26]([N:29]4[CH2:30][CH2:31][O:32][CH2:33][CH2:34]4)=[CH:27][CH:28]=3)[N:11]=2)=[CH:4][C:3]=1[O:15][CH3:16]. Reported procedure: 1-(3-(4-Bromo-3,5-dimethoxyphenyl)-1H-pyrazol-1-yl)-2-methoxy-2-(4-morpholinophenyl)ethanone was synthesized from 3-(4-bromo-3,5-dimethoxyphenyl)-1H-pyrazole (prepared according to Journal of Org. Chem., 2003, 68, 5381) and 2-methoxy-2-(4-morpholinophenyl)acetic acid using the analogous procedure as for Example 51 to give 1-(3-(4-bromo-3,5-dimethoxyphenyl)-1H-pyrazol-1-yl)-2-methoxy-2-(4-morpholinophenyl) ethanone as a solid (0.065 g, 22% yield). MS: m/z 516.1 [M+H]+. RXN SMILES: [Br:1][CH2:2][CH2:3][CH2:4][Br:5].[C:6](=[O:7])([O-:8])[O-:9].[CH3:28][N:29]([CH3:30])[CH:31]=[O:32].[Cl:12][c:13]1[c:14]([OH:26])[c:15]([Cl:25])[cH:16][c:17]([O:19][CH2:20][CH:21]=[C:22]([Cl:23])[Cl:24])[cH:18]1.[K+:10].[K+:11].[OH2:27]>>[Br:1][CH2:2][CH2:3][CH2:4][O:26][c:14]1[c:13]([Cl:12])[cH:18][c:17]([O:19][CH2:20][CH:21]=[C:22]([Cl:23])[Cl:24])[cH:16][c:15]1[Cl:25]. Product: ClC(Cl)=CCOc1cc(Cl)c(OCCCBr)c(Cl)c1. Reactants: BrCCCBr, O=C([O-])[O-], CN(C)C=O, Oc1c(Cl)cc(OCC=C(Cl)Cl)cc1Cl, [K+], [K+], O. Starting materials: C(C=C)Br (allyl bromide), C1(=CC=CC=C1)NNC(C1=CC(=C(C=C1)Cl)S(N)(=O)=O)=O (1-Phenyl-2-(3-sulfamoyl-4-chlorobenzoyl)-hydrazine), O (water). Solvent: C(C)(C)O (isopropanol), CN(C=O)C (dimethylformamide). The product is C(C=C)N(NC(C1=CC(=C(C=C1)Cl)S(N)(=O)=O)=O)C1=CC=CC=C1 (1-allyl-1-phenyl-2-(3-sulfamoyl-4-chlorobenzoyl)-hydrazine). As a reaction SMILES: [C:1]1([NH:7][NH:8][C:9](=[O:21])[C:10]2[CH:15]=[CH:14][C:13]([Cl:16])=[C:12]([S:17](=[O:20])(=[O:19])[NH2:18])[CH:11]=2)[CH:6]=[CH:5][CH:4]=[CH:3][CH:2]=1.[CH2:22](Br)[CH:23]=[CH2:24].O>CN(C)C=O.C(O)(C)C>[CH2:24]([N:7]([C:1]1[CH:2]=[CH:3][CH:4]=[CH:5][CH:6]=1)[NH:8][C:9](=[O:21])[C:10]1[CH:15]=[CH:14][C:13]([Cl:16])=[C:12]([S:17](=[O:20])(=[O:19])[NH2:18])[CH:11]=1)[CH:23]=[CH2:22]. Procedure details: 1-Phenyl-2-(3-sulfamoyl-4-chlorobenzoyl)-hydrazine 5 g (0.015 mol) was dissolved in dimethylformamide (15 ml). To this was added allyl bromide 2.8 g (0.023 mol) and the mixture was heated at 95°-100° C. for about 1.5 hours. The reaction mixture was cooled and diluted with 30 ml of isopropanol and added slowly to about 900 ml of cold water. The precipitate was collected by filtration, washed with water and dried under reduced pressure to provide 1-allyl-1-phenyl-2-(3-sulfamoyl-4-chlorobenzoyl)-hy...